Dataset: the Open Reaction Database (ORD), a public repository of structured organic reaction records. Task: describe an organic reaction: reactants, conditions, products, and yield Starting materials: [F-].C(CCC)[N+](CCCC)(CCCC)CCCC (Tetrabutylammonium fluoride), C(C1=CC=CC=C1)C1CCN(CC1)CC(CNC(=S)C1=CC2=C(NC(O2)=O)C=C1)O[Si](C)(C)C(C)(C)C (2-oxo-2,3-dihydrobenzoxazole-6-carbothioic acid [3-(4-benzylpiperidin-1-yl)-2-(tert-butyldimethylsilanyloxy)propyl]amide). Solvent: C1CCOC1 (THF), CCOC(=O)C (EtOAc). Run at time 1.5 hour. The product is C(C1=CC=CC=C1)C1CCN(CC1)CC(CNC(=S)C1=CC2=C(NC(O2)=O)C=C1)O (2-oxo-2,3-dihydrobenzoxazole-6-carbothioic acid [3-(4-benzylpiperidin-1-yl)-2-hydroxypropyl]amide). The yield is 105.6%. Reaction SMILES: [F-].C([N+](CCCC)(CCCC)CCCC)CCC.[CH2:19]([CH:26]1[CH2:31][CH2:30][N:29]([CH2:32][CH:33]([O:48][Si](C(C)(C)C)(C)C)[CH2:34][NH:35][C:36]([C:38]2[CH:47]=[CH:46][C:41]3[NH:42][C:43](=[O:45])[O:44][C:40]=3[CH:39]=2)=[S:37])[CH2:28][CH2:27]1)[C:20]1[CH:25]=[CH:24][CH:23]=[CH:22][CH:21]=1>C1COCC1.CCOC(C)=O>[CH2:19]([CH:26]1[CH2:31][CH2:30][N:29]([CH2:32][CH:33]([OH:48])[CH2:34][NH:35][C:36]([C:38]2[CH:47]=[CH:46][C:41]3[NH:42][C:43](=[O:45])[O:44][C:40]=3[CH:39]=2)=[S:37])[CH2:28][CH2:27]1)[C:20]1[CH:21]=[CH:22][CH:23]=[CH:24][CH:25]=1 |f:0.1|. Procedure details: Tetrabutylammonium fluoride (TBAF) (1.24 μmol, 1.24 mL, 1 M in THF) was added to a mixture of 2-oxo-2,3-dihydrobenzoxazole-6-carbothioic acid [3-(4-benzylpiperidin-1-yl)-2-(tert-butyldimethylsilanyloxy)propyl]amide (336 mg, 623 μmol) and 4 Å molecular sieves (1 g) in THF (2 mL). After stirring at room temperature for 1.5 hours, the mixture was diluted with EtOAc, washed with saturated NaHCO3, brine and dried (MgSO4) to yield 2-oxo-2,3-dihydrobenzoxazole-6-carbothioic acid [3-(4-benzylpiperidin-1... The reactants are CCCCCc1ccc(S(=O)(=O)[O-])cc1, [K+], O, O=P(Cl)(Cl)Cl. Product: CCCCCc1ccc(S(=O)(=O)Cl)cc1. Reaction SMILES: [CH2:1]([CH2:2][CH2:3][CH2:4][CH3:5])[c:6]1[cH:7][cH:8][c:9]([S:12](=[O:13])(=[O:14])[O-:15])[cH:10][cH:11]1.[K+:16].[OH2:22].[P:17]([Cl:18])([Cl:19])([Cl:20])=[O:21]>>[CH2:1]([CH2:2][CH2:3][CH2:4][CH3:5])[c:6]1[cH:7][cH:8][c:9]([S:12](=[O:13])(=[O:15])[Cl:19])[cH:10][cH:11]1. The reactants are C=CCn1nnc(-c2ccc(-c3ccc(OCc4ccc(C(F)(F)F)c(O)c4C(=O)OC(C)(C)C)cc3)cc2)n1, ClCCl, CC(=O)O, [SiH3]c1ccccc1, c1ccc(P(c2ccccc2)(c2ccccc2)[Pd](P(c2ccccc2)(c2ccccc2)c2ccccc2)(P(c2ccccc2)(c2ccccc2)c2ccccc2)P(c2ccccc2)(c2ccccc2)c2ccccc2)cc1. Yields the product CC(C)(C)OC(=O)c1c(COc2ccc(-c3ccc(-c4nnn[nH]4)cc3)cc2)ccc(C(F)(F)F)c1O. RXN SMILES: [CH2:12]([CH:13]=[CH2:14])[n:15]1[n:16][c:17](-[c:20]2[cH:21][cH:22][c:23](-[c:26]3[cH:27][cH:28][c:29]([O:32][CH2:33][c:34]4[cH:35][cH:36][c:37]([C:48]([F:49])([F:50])[F:51])[c:38]([OH:47])[c:39]4[C:40](=[O:41])[O:42][C:43]([CH3:44])([CH3:45])[CH3:46])[cH:30][cH:31]3)[cH:24][cH:25]2)[n:18][n:19]1.[CH2:52]([Cl:53])[Cl:54].[CH3:1][C:2](=[O:3])[OH:4].[c:5]1([SiH3:6])[cH:7][cH:8][cH:9][cH:10][cH:11]1.[cH:55]1[cH:56][cH:57][c:58]([P:59]([Pd:60]([P:61]([c:62]2[cH:63][cH:64][cH:65][cH:66][cH:67]2)([c:68]2[cH:69][cH:70][cH:71][cH:72][cH:73]2)[c:74]2[cH:75][cH:76][cH:77][cH:78][cH:79]2)([P:80]([c:81]2[cH:82][cH:83][cH:84][cH:85][cH:86]2)([c:87]2[cH:88][cH:89][cH:90][cH:91][cH:92]2)[c:93]2[cH:94][cH:95][cH:96][cH:97][cH:98]2)[P:99]([c:100]2[cH:101][cH:102][cH:103][cH:104][cH:105]2)([c:106]2[cH:107][cH:108][cH:109][cH:110][cH:111]2)[c:112]2[cH:113][cH:114][cH:115][cH:116][cH:117]2)([c:118]2[cH:119][cH:120][cH:121][cH:122][cH:123]2)[c:124]2[cH:125][cH:126][cH:127][cH:128][cH:129]2)[cH:130][cH:131]1>>[n:15]1[n:16][c:17](-[c:20]2[cH:21][cH:22][c:23](-[c:26]3[cH:27][cH:28][c:29]([O:32][CH2:33][c:34]4[cH:35][cH:36][c:37]([C:48]([F:49])([F:50])[F:51])[c:38]([OH:47])[c:39]4[C:40](=[O:41])[O:42][C:43]([CH3:44])([CH3:45])[CH3:46])[cH:30][cH:31]3)[cH:24][cH:25]2)[nH:18][n:19]1. The reactants are BrC1=CC(=C(N)C=C1F)C#C[Si](C)(C)C (4-bromo-5-fluoro-2-[(trimethylsilyl)ethynyl]aniline). Reagents/catalysts: [Cu]I (CuI). Run in CN(C)C=O (DMF). Run at temperature 100 celsius. The product is BrC=1C=C2C=CNC2=CC1F (5-bromo-6-fluoro-1H-indole). As a reaction SMILES: [Br:1][C:2]1[C:8]([F:9])=[CH:7][C:5]([NH2:6])=[C:4]([C:10]#[C:11][Si](C)(C)C)[CH:3]=1>CN(C=O)C.[Cu]I>[Br:1][C:2]1[CH:3]=[C:4]2[C:5](=[CH:7][C:8]=1[F:9])[NH:6][CH:11]=[CH:10]2. Procedure details: CuI (0.932 g, 4.89 mmol) was added to a solution of 4-bromo-5-fluoro-2-[(trimethylsilyl)ethynyl]aniline (0.700 g, 2.45 mmol) in DMF (25 mL). The resulting suspension was heated at 100° C. for 1 h. The reaction mixture was partitioned between 10% aqueous Na2S2O3 and Et2O. The aqueous layer was extracted with Et2O. The combined organic layers were washed with 5 N aqueous NaOH and brine, dried (Na2SO4), filtered, and concentrated. The crude product was used in the next step without further purifica...